This data is from the Open Reaction Database (ORD), a public repository of structured organic reaction records. The task is: describe an organic reaction: reactants, conditions, products, and yield Starting materials: CCC(=Cc1c(C#N)c2c(C)cc(C)nc2n1C(c1ccccc1)c1ccc(F)cc1)C(=O)O, C1CCOC1, CCO, Cl, [Na+], [OH-], O. The product is Cc1cc(C)c2c(C#N)c(C=CC(=O)O)n(C(c3ccccc3)c3ccc(F)cc3)c2n1. RXN SMILES: [CH2:1]([CH3:2])[C:3]([C:4](=[O:5])[OH:6])=[CH:7][c:8]1[c:9]([C:33]#[N:34])[c:10]2[c:11]([n:12][c:13]([CH3:17])[cH:14][c:15]2[CH3:16])[n:18]1[CH:19]([c:20]1[cH:21][cH:22][cH:23][cH:24][cH:25]1)[c:26]1[cH:27][cH:28][c:29]([F:32])[cH:30][cH:31]1.[CH2:42]1[O:43][CH2:44][CH2:45][CH2:46]1.[CH3:39][CH2:40][OH:41].[ClH:38].[Na+:36].[OH-:35].[OH2:37]>>[CH:3]([C:4](=[O:5])[OH:6])=[CH:7][c:8]1[c:9]([C:33]#[N:34])[c:10]2[c:11]([n:12][c:13]([CH3:17])[cH:14][c:15]2[CH3:16])[n:18]1[CH:19]([c:20]1[cH:21][cH:22][cH:23][cH:24][cH:25]1)[c:26]1[cH:27][cH:28][c:29]([F:32])[cH:30][cH:31]1. Starting materials: CCOC(=O)C(C)Br, CCO, CS(C)=O, Oc1ncn(-c2cc(Cl)cc(Cl)c2)n1, [Na], O. The product is CCOC(=O)C(C)Oc1ncn(-c2cc(Cl)cc(Cl)c2)n1. RXN SMILES: [Br:16][CH:17]([C:18](=[O:19])[O:20][CH2:21][CH3:22])[CH3:23].[CH3:25][CH2:26][OH:27].[CH3:28][S:29]([CH3:30])=[O:31].[Cl:2][c:3]1[cH:4][c:5](-[n:10]2[n:11][c:12]([OH:15])[n:13][cH:14]2)[cH:6][c:7]([Cl:9])[cH:8]1.[Na:1].[OH2:24]>>[Cl:2][c:3]1[cH:4][c:5](-[n:10]2[n:11][c:12]([O:15][CH:17]([C:18](=[O:19])[O:20][CH2:21][CH3:22])[CH3:23])[n:13][cH:14]2)[cH:6][c:7]([Cl:9])[cH:8]1.